From a dataset of the Open Reaction Database (ORD), a public repository of structured organic reaction records. describe an organic reaction: reactants, conditions, products, and yield Starting materials: ClC1=CC(=C(C(=C1)C(F)(F)F)N)I (4-chloro-2-iodo-6-trifluoromethyl-phenylamine), ClC1=C(C=CC=C1)C#C (1-chloro-2-ethynyl-benzene), solid. Product: ClC1=CC(=C(C(=C1)C(F)(F)F)N)C#CC1=C(C=CC=C1)Cl (4-Chloro-2-(2-chloro-phenylethynyl)-6-trifluoromethyl-phenylamine). RXN SMILES: [Cl:1][C:2]1[CH:7]=[C:6]([C:8]([F:11])([F:10])[F:9])[C:5]([NH2:12])=[C:4](I)[CH:3]=1.[Cl:14][C:15]1[CH:20]=[CH:19][CH:18]=[CH:17][C:16]=1[C:21]#[CH:22]>>[Cl:1][C:2]1[CH:7]=[C:6]([C:8]([F:11])([F:10])[F:9])[C:5]([NH2:12])=[C:4]([C:22]#[C:21][C:16]2[CH:17]=[CH:18][CH:19]=[CH:20][C:15]=2[Cl:14])[CH:3]=1. Reported procedure: The title compound was prepared in analogy to example 10 step A from 4-chloro-2-iodo-6-trifluoromethyl-phenylamine (1.5 g, 4.67 mmol) and 1-chloro-2-ethynyl-benzene (766 mg, 5.6 mmol). Brown solid (1.05 g, 68%). LC-MS (ESI): 328 (M−H)−. Isolated yield 58.0%. Reactants: ClC1=NC(=CC=C1[N+](=O)[O-])Cl (2,6-dichloro-3-nitropyridine), CO (MeOH), O (H2O), [NH4+].[OH-] (NH4OH). Run in Cl (HCl). Procedure details: To a solution of 2,6-dichloro-3-nitropyridine(4.8 g, 26.15 mmol) in MeOH (60 mL) and concentrated HCl (25 mL) was slowly added iron powder (5.12 g, 91.53 mmol). After the completion of addition, the mixture was refluxed for 45 minutes and poured into 700 mL of H2O. Filtration of the resulting slurry gave a dull yellow solid. The filtrate was made basic with concentrated NH4OH, the resulting slurry was filtered and both the solid and the filtrates were extracted with ether. The combined extracts ... The reagents and catalysts are [Fe] (iron). The product is NC=1C(=NC(=CC1)Cl)C#N (3-Amino-6-chloro-pyridine-2-carbonitrile). RXN SMILES: Cl[C:2]1[C:7]([N+:8]([O-])=O)=[CH:6][CH:5]=[C:4]([Cl:11])[N:3]=1.O.[NH4+:13].[OH-].[CH3:15]O>Cl.[Fe]>[NH2:8][C:7]1[C:2]([C:15]#[N:13])=[N:3][C:4]([Cl:11])=[CH:5][CH:6]=1 |f:2.3|. Starting materials: C(=O)C=1C=CC=C2C=CNC12 (7-formylindole), C1CCOC1 (THF), triethyl_phosphonoacetate, solution, CC(C)([O-])C.[K+] (potassium tert-butoxide), C1CCOC1 (THF), C1CCOC1 (THF). Reaction conditions: time 2 hour. Yields the product EtOAc hexanes, N1C=CC2=CC=CC(=C12)C=CC(=O)OCC (Ethyl 3-(indol-7-yl)acrylate). The yield is 80.0%. As a reaction SMILES: C[C:2]([CH3:5])([O-:4])C.[K+].[CH:7]([C:9]1[CH:10]=[CH:11][CH:12]=[C:13]2[C:17]=1[NH:16][CH:15]=[CH:14]2)=O.C1C[O:21][CH2:20][CH2:19]1>>[NH:16]1[C:17]2[C:13](=[CH:12][CH:11]=[CH:10][C:9]=2[CH:7]=[CH:19][C:20]([O:4][CH2:2][CH3:5])=[O:21])[CH:14]=[CH:15]1 |f:0.1|. Procedure: A 1.0 M solution of potassium tert-butoxide in THF (12.0 mL, 12.0 mmol) was added to THF (50 mL) at −78° C. under N2 followed by triethyl_phosphonoacetate (2.6 mL, 13.1 mmol). A solution of 7-formylindole (1.01 g, 7.0 mmol) in THF (10 mL) was then added dropwise over 5 min. The resulting red solution was stirred for 2 h, quenched with saturated NaHCO3 (50 mL) and extracted with EtOAc (100 mL). The organic layer was washed with H2O (60 mL), brine (60 mL), dried (MgSO4) and concentrated to a brown...